From a dataset of the Open Reaction Database (ORD), a public repository of structured organic reaction records. describe an organic reaction: reactants, conditions, products, and yield Starting materials: C(C)(C)(C)OC(NC1CCC(CC1)NC1=NC=C2C(=N1)N(N=C2C2=CC(=CC=C2)NCC2=CC=C(C=C2)Cl)COCC[Si](C)(C)C)=O ({4-[3-[3-(4-chloro-benzylamino)-phenyl]-1-(2-trimethylsilanyl-ethoxymethyl)-1H-pyrazolo[3,4-d]pyrimidin-6-ylamino]-cyclohexyl}-carbamic acid tert-butyl ester), C(=O)(C(F)(F)F)O (TFA). Run in ClCCl (dichloromethane). Reaction conditions: time 4 hour. Yields the product ClC1=CC=C(CNC=2C=C(C=CC2)C2=NNC3=NC(=NC=C32)NC3CCC(CC3)N)C=C1 (N-{3-[3-(4-chloro-benzylamino)-phenyl]-1H-pyrazolo[3,4-d]pyrimidin-6-yl}-cyclohexane-1,4-diamine). Reaction SMILES: C(OC(=O)[NH:7][CH:8]1[CH2:13][CH2:12][CH:11]([NH:14][C:15]2[N:20]=[C:19]3[N:21](COCC[Si](C)(C)C)[N:22]=[C:23]([C:24]4[CH:29]=[CH:28][CH:27]=[C:26]([NH:30][CH2:31][C:32]5[CH:37]=[CH:36][C:35]([Cl:38])=[CH:34][CH:33]=5)[CH:25]=4)[C:18]3=[CH:17][N:16]=2)[CH2:10][CH2:9]1)(C)(C)C.C(O)(C(F)(F)F)=O>ClCCl>[Cl:38][C:35]1[CH:36]=[CH:37][C:32]([CH2:31][NH:30][C:26]2[CH:25]=[C:24]([C:23]3[C:18]4[C:19](=[N:20][C:15]([NH:14][CH:11]5[CH2:10][CH2:9][CH:8]([NH2:7])[CH2:13][CH2:12]5)=[N:16][CH:17]=4)[NH:21][N:22]=3)[CH:29]=[CH:28][CH:27]=2)=[CH:33][CH:34]=1. Reported procedure: To a stirred solution of {4-[3-[3-(4-chloro-benzylamino)-phenyl]-1-(2-trimethylsilanyl-ethoxymethyl)-1H-pyrazolo[3,4-d]pyrimidin-6-ylamino]-cyclohexyl}-carbamic acid tert-butyl ester (120 mg, 0.177 mmol) in dichloromethane (3 mL) was added TFA (3 mL) at room temperature. The resulting mixture was stirred for another four hours at this temperature. The solvent was evaporated under reduced pressure and the residue was treated with saturated aqueous NaHCO3 (5 mL) and extracted with EtOAc (30 mL). T... Reactants: C1(CC1)C(=O)C1=CC(=CC=2NC(=NC21)NC(=O)NCC)C=2C=NC=CC2 (1-(4-cyclopropanecarbonyl-6-pyridin-3-yl-1H-benzoimidazol-2-yl)-3-ethyl-urea), C(C)(=O)[O-].[K+] (potassium acetate), Cl.O(C)N (methoxylamine hydrochloride). The solvent is CCO (EtOH), CCOC(=O)C (EtOAc), O (water). Run at temperature 50 celsius, time 36 hour. The product is C1(CC1)C(C1=CC(=CC=2NC(=NC21)NC(=O)NCC)C=2C=NC=CC2)=NOC (1-[4-(Cyclopropyl-methoxyimino-methyl)-6-pyridin-3-yl-1H-benzoimidazol-2-yl]-3-ethyl-urea). Isolated yield 27.4%. As a reaction SMILES: [CH:1]1([C:4]([C:6]2[C:14]3[N:13]=[C:12]([NH:15][C:16]([NH:18][CH2:19][CH3:20])=[O:17])[NH:11][C:10]=3[CH:9]=[C:8]([C:21]3[CH:22]=[N:23][CH:24]=[CH:25][CH:26]=3)[CH:7]=2)=O)[CH2:3][CH2:2]1.C([O-])(=O)C.[K+].Cl.[O:33]([NH2:35])[CH3:34]>CCO.CCOC(C)=O.O>[CH:1]1([C:4](=[N:35][O:33][CH3:34])[C:6]2[C:14]3[N:13]=[C:12]([NH:15][C:16]([NH:18][CH2:19][CH3:20])=[O:17])[NH:11][C:10]=3[CH:9]=[C:8]([C:21]3[CH:22]=[N:23][CH:24]=[CH:25][CH:26]=3)[CH:7]=2)[CH2:3][CH2:2]1 |f:1.2,3.4|. Reported procedure: To a solution of 1-(4-cyclopropanecarbonyl-6-pyridin-3-yl-1H-benzoimidazol-2-yl)-3-ethyl-urea (37.2 g, 0.106 mmol) in dry EtOH (3 mL) were added potassium acetate (84 mg, 0.848 mmol, 8 eq.), methoxylamine hydrochloride (70.8 mg, 0.848 mmol, 8 eq.), molecular sieves (4 Å, powdered) in succession. The resulting suspension was stirred at 50° C. for 36 hours. The reaction mixture was then cooled to ambient temperature, diluted with EtOAc and water. The phases were separated, the aqueous layer was ex... RXN SMILES: [C:5](#[N:6])[c:7]1[cH:8][cH:9][c:10]([NH2:17])[c:11]2[cH:12][cH:13][cH:14][cH:15][c:16]12.[Cl-:20].[ClH:22].[N:1]([O-:2])=[O:3].[Na+:4].[OH2:18].[OH2:19].[OH2:21]>>[NH2:1][NH:17][c:10]1[cH:9][cH:8][c:7]([C:5]#[N:6])[c:16]2[c:11]1[cH:12][cH:13][cH:14][cH:15]2. The product is N#Cc1ccc(NN)c2ccccc12. The reactants are N#Cc1ccc(N)c2ccccc12, [Cl-], Cl, O=N[O-], [Na+], O, O, O. The reactants are COc1cc2c(cc1[N+](=O)[O-])N(C(C)=O)C(C)C2, CO, Cl, C1COCCO1. The product is Cl, COc1cc2c(cc1[N+](=O)[O-])NC(C)C2. As a reaction SMILES: [C:1](=[O:2])([CH3:3])[N:4]1[CH:5]([CH3:18])[CH2:6][c:7]2[cH:8][c:9]([O:16][CH3:17])[c:10]([N+:13](=[O:14])[O-:15])[cH:11][c:12]21.[CH3:26][OH:27].[ClH:19].[O:20]1[CH2:21][CH2:22][O:23][CH2:24][CH2:25]1>>[ClH:19].[NH:4]1[CH:5]([CH3:18])[CH2:6][c:7]2[cH:8][c:9]([O:16][CH3:17])[c:10]([N+:13](=[O:14])[O-:15])[cH:11][c:12]21. The reactants are CN(C)C=O, Cl, [H][H], O=C(O)c1cn(C2CC2)c2cc(C3CCC(=NO)C3)c(F)cc2c1=O. Yields the product Cl, NC1CCC(c2cc3c(cc2F)c(=O)c(C(=O)O)cn3C2CC2)C1. RXN SMILES: [CH3:29][N:30]([CH3:31])[CH:32]=[O:33].[ClH:28].[H:26][H:27].[N:1]([OH:2])=[C:3]1[CH2:4][CH:5]([c:8]2[c:9]([F:25])[cH:10][c:11]3[c:12](=[O:24])[c:13]([C:21](=[O:22])[OH:23])[cH:14][n:15]([CH:18]4[CH2:19][CH2:20]4)[c:16]3[cH:17]2)[CH2:6][CH2:7]1>>[ClH:28].[NH2:1][CH:3]1[CH2:4][CH:5]([c:8]2[c:9]([F:25])[cH:10][c:11]3[c:12](=[O:24])[c:13]([C:21](=[O:22])[OH:23])[cH:14][n:15]([CH:18]4[CH2:19][CH2:20]4)[c:16]3[cH:17]2)[CH2:6][CH2:7]1. Starting materials: O (water), OC(CCCC1=CC=C(C=C1)C1=NC=C(C=N1)OCCCCCCCCCC)C(F)(F)F ((-)-2-(4-(4-hydroxy-5,5,5-trifluoro-1-pentyl)phenyl)-5-decyloxypyrimidine), C1(=CC=C(C=C1)S(=O)(=O)OCCCCCCCC)C (octyl p-toluenesulfonate), [H-].[K+] (potassium hydride). Run in C1(=CC=CC=C1)C (toluene), O1CCCC1 (tetrahydrofuran). Run at time 20 minute. The product is C(CCCCCCC)OC(CCCC1=CC=C(C=C1)C1=NC=C(C=N1)OCCCCCCCCCC)C(F)(F)F ((-)-2-(4-(4-octyloxy-5,5,5-trifluoro-1-pentyl)phenyl)-5-decyloxypyrimidine). Yield: 56.7%. RXN SMILES: [OH:1][CH:2]([C:29]([F:32])([F:31])[F:30])[CH2:3][CH2:4][CH2:5][C:6]1[CH:11]=[CH:10][C:9]([C:12]2[N:17]=[CH:16][C:15]([O:18][CH2:19][CH2:20][CH2:21][CH2:22][CH2:23][CH2:24][CH2:25][CH2:26][CH2:27][CH3:28])=[CH:14][N:13]=2)=[CH:8][CH:7]=1.[H-].[K+].C1(C)C=CC(S(O[CH2:45][CH2:46][CH2:47][CH2:48][CH2:49][CH2:50][CH2:51][CH3:52])(=O)=O)=CC=1.O>O1CCCC1.C1(C)C=CC=CC=1>[CH2:45]([O:1][CH:2]([C:29]([F:31])([F:32])[F:30])[CH2:3][CH2:4][CH2:5][C:6]1[CH:7]=[CH:8][C:9]([C:12]2[N:17]=[CH:16][C:15]([O:18][CH2:19][CH2:20][CH2:21][CH2:22][CH2:23][CH2:24][CH2:25][CH2:26][CH2:27][CH3:28])=[CH:14][N:13]=2)=[CH:10][CH:11]=1)[CH2:46][CH2:47][CH2:48][CH2:49][CH2:50][CH2:51][CH3:52] |f:1.2|. Procedure details: 1.1 g (2.5 mmol) of (-)-2-(4-(4-hydroxy-5,5,5-trifluoro-1-pentyl)phenyl)-5-decyloxypyrimidine was dissolved in 10 ml of tetrahydrofuran. This solution was added with 0.12 g (3 mmol) of potassium hydride, stirred at 10°-20° C. for 20 minutes, further added with 0.85 g (3 mmol) of octyl p-toluenesulfonate and reacted at 20°-30° C. for 2 hours. The reaction mixture was poured into 100 ml of water and 100 ml of toluene, and the toluene layer was washed with water and concentrated under reduced press...